Dataset: the Open Reaction Database (ORD), a public repository of structured organic reaction records. Task: describe an organic reaction: reactants, conditions, products, and yield Reaction SMILES: C[O:2][C:3](=[O:30])[C:4]1[CH:9]=[CH:8][C:7]([O:10][CH2:11][CH:12]([C:18]2[CH:27]=[C:26]3[C:21]([C:22]([CH3:29])([CH3:28])[CH2:23][CH2:24][O:25]3)=[CH:20][CH:19]=2)[CH2:13][CH2:14][CH2:15][CH2:16][CH3:17])=[CH:6][CH:5]=1.[OH-].[K+].C1COCC1.Cl>C(O)C.O>[CH3:28][C:22]1([CH3:29])[C:21]2[C:26](=[CH:27][C:18]([CH:12]([CH2:13][CH2:14][CH2:15][CH2:16][CH3:17])[CH2:11][O:10][C:7]3[CH:6]=[CH:5][C:4]([C:3]([OH:30])=[O:2])=[CH:9][CH:8]=3)=[CH:19][CH:20]=2)[O:25][CH2:24][CH2:23]1 |f:1.2|. The solvent is C(C)O (ethanol), O (water), O (water). Procedure: A solution of 4-[2-(4,4-dimethyl-chroman-7-yl)-heptyloxy]-benzoic acid methyl ester (0.474 g, 1.15 mmole) in 8 mL of ethanol was treated with a solution of potassium hydroxide (1.3 g) in 5 mL of water. THF (4 mL) was added and the mixture was heated at 45° C. for two hours, diluted with 20 mL of water and the pH was adjusted to 2 with concentrated HCl. The mixture was then extracted with three 20 mL portions of ethyl acetate. The combined organic extracts were dried over MgSO4, filtered and conc... Yield: 79.4%. Product: CC1(CCOC2=CC(=CC=C12)C(COC1=CC=C(C(=O)O)C=C1)CCCCC)C (4-[2-(4,4-dimethyl-chroman-7-yl)-heptyloxy]-benzoic acid). The reactants are COC(C1=CC=C(C=C1)OCC(CCCCC)C1=CC=C2C(CCOC2=C1)(C)C)=O (4-[2-(4,4-dimethyl-chroman-7-yl)-heptyloxy]-benzoic acid methyl ester), [OH-].[K+] (potassium hydroxide), Cl (HCl), C1CCOC1 (THF). Run at temperature 45 celsius. Starting materials: mixture, ClC1=CC=C(C=C1)C1=NOC2=C1CCC(CCC2)C(=O)OC (methyl 3-(4-chlorophenyl)-4,5,6,7,8,9-hexahydrocyclooct[d]isoxazole-6-carboxylate), ClC1=CC=C(C=C1)C1=NOC2=C1CCCC(CC2)C(=O)OC (methyl 3-(4-chlorophenyl)-4,5,6,7,8,9-hexahydrocyclooct[d]isoxazole-7-carboxylate), [OH-].[K+] (potassium hydroxide), O (water). Solvent: CO (methanol). Conditions: temperature 20 celsius, time 18 hour. Yields the product ClC1=CC=C(C=C1)C1=NOC2=C1CCCC(CC2)C(=O)O (3-(4-chlorophenyl)-4,5,6,7,8,9-hexahydrocyclooct[d]isoxazole-7-carboxylic acid). Reaction SMILES: ClC1C=CC(C2C3CCC(C(OC)=O)CCCC=3ON=2)=CC=1.[Cl:23][C:24]1[CH:29]=[CH:28][C:27]([C:30]2[C:34]3[CH2:35][CH2:36][CH2:37][CH:38]([C:41]([O:43]C)=[O:42])[CH2:39][CH2:40][C:33]=3[O:32][N:31]=2)=[CH:26][CH:25]=1.[OH-].[K+].O>CO>[Cl:23][C:24]1[CH:25]=[CH:26][C:27]([C:30]2[C:34]3[CH2:35][CH2:36][CH2:37][CH:38]([C:41]([OH:43])=[O:42])[CH2:39][CH2:40][C:33]=3[O:32][N:31]=2)=[CH:28][CH:29]=1 |f:2.3|. Procedure: 3 g (0.0094 mol) of a mixture of methyl 3-(4-chlorophenyl)-4,5,6,7,8,9-hexahydrocyclooct[d]isoxazole-6-carboxylate and methyl 3-(4-chlorophenyl)-4,5,6,7,8,9-hexahydrocyclooct[d]isoxazole-7-carboxylate were dissolved in 75 ml of methanol. 1.5 g of potassium hydroxide and 7 ml of water were added and the mixture was stirred at 20° C. for 18 hours. The methanol was removed by evaporation and an excess of water was added. The mixture was extracted twice with ethyl acetate and the aqueous phase was a... The reactants are O (water), N1N=C(C2=CC=CC=C12)C(=O)O (1H-Indazole-3-carboxylic acid), C(=O)(C=1NC=CN1)C=1NC=CN1 (carbonyl diimidazole), Cl.CNC (dimethylamine hydrochloride). Solvent: CN(C=O)C (N,N-dimethylformamide). Run at temperature 60 celsius, time 2 hour. The product is CN(C(=O)C1=NNC2=CC=CC=C12)C (N,N-dimethyl-1H-indazole-3-carboxamide). As a reaction SMILES: [NH:1]1[C:9]2[C:4](=[CH:5][CH:6]=[CH:7][CH:8]=2)[C:3]([C:10]([OH:12])=O)=[N:2]1.C(C1NC=CN=1)([C:15]1[NH:16][CH:17]=CN=1)=O.Cl.CNC.O>CN(C)C=O>[CH3:15][N:16]([CH3:17])[C:10]([C:3]1[C:4]2[C:9](=[CH:8][CH:7]=[CH:6][CH:5]=2)[NH:1][N:2]=1)=[O:12] |f:2.3|. Reported procedure: 1H-Indazole-3-carboxylic acid (5.0 g, 30.8 mmol) and carbonyl diimidazole (5.0 g, 33.9 mmol) were dissolved in N,N-dimethylformamide (150 mL) and heated to 60° C. After 2 hours, dimethylamine hydrochloride (4.0 g, 33.9) was added, and the reaction was stirred for an additional hour at 60° C. The reaction was poured into water, and the aqueous phase was extracted with ethyl acetate (3×150 mL). The combined organic phases were washed sequentially with aqueous sodium bicarbonate, 10% hydrochloric a... Starting materials: [H][H] (hydrogen), Cl.N12CC(C(CC1)CC2)NC(C2=CC=C(C=C2)[N+](=O)[O-])=O (N-(1-azabicyclo[2.2.2]oct-3-yl)-4-nitrobenzamide hydrochloride), [H][H] (hydrogen). Run in CO (methanol). The reagents and catalysts are [Pt]=O (platinum oxide). Reported procedure: A solution of N-(1-azabicyclo[2.2.2]oct-3-yl)-4-nitrobenzamide hydrochloride (11.55 g., 0.037 mole) in 170 ml of 80% aqueous methanol was shaken in a hydrogen atmosphere with a platinum oxide catalyst on the Parr hydrogenator. The calculated volume of hydrogen was taken up in one hour. The catalyst was filtered off through Celite and the filtrate taken to dryness via rotary evaporator. Several recrystallizations of the colorless crystalline residue from 70% aqueous methanol produced a solid melt... RXN SMILES: [ClH:1].[N:2]12[CH2:9][CH2:8][CH:5]([CH2:6][CH2:7]1)[CH:4]([NH:10][C:11](=[O:21])[C:12]1[CH:17]=[CH:16][C:15]([N+:18]([O-])=O)=[CH:14][CH:13]=1)[CH2:3]2.[H][H]>CO.[Pt]=O>[ClH:1].[NH2:18][C:15]1[CH:14]=[CH:13][C:12]([C:11]([NH:10][CH:4]2[CH:5]3[CH2:8][CH2:9][N:2]([CH2:7][CH2:6]3)[CH2:3]2)=[O:21])=[CH:17][CH:16]=1 |f:0.1,5.6|. Product: Cl.NC1=CC=C(C(=O)NC2CN3CCC2CC3)C=C1 (4-Amino-N-(1-azabicyclo[2.2.2]oct-3-yl)benzamide Hydrochloride). Starting materials: CCOCC, C[Si](C)(C)C=[N+]=[N-], CO, CC[Si](CC)(CC)c1cc(C(=O)O)cc2c1OC(F)(F)O2. Yields the product CC[Si](CC)(CC)c1cc(C(=O)OC)cc2c1OC(F)(F)O2. As a reaction SMILES: [CH3:22][CH2:23][O:24][CH2:25][CH3:26].[CH3:27][Si:28]([CH:29]=[N+:30]=[N-:31])([CH3:32])[CH3:33].[CH3:34][OH:35].[F:1][C:2]1([F:21])[O:3][c:4]2[c:5]([c:7]([Si:14]([CH2:15][CH3:16])([CH2:17][CH3:18])[CH2:19][CH3:20])[cH:8][c:9]([C:11](=[O:12])[OH:13])[cH:10]2)[O:6]1>>[F:1][C:2]1([F:21])[O:3][c:4]2[c:5]([c:7]([Si:14]([CH2:15][CH3:16])([CH2:17][CH3:18])[CH2:19][CH3:20])[cH:8][c:9]([C:11]([O:12][CH3:22])=[O:13])[cH:10]2)[O:6]1.